From a dataset of the Open Reaction Database (ORD), a public repository of structured organic reaction records. describe an organic reaction: reactants, conditions, products, and yield The reactants are FC(C1=CC(=NC=2N1N=CC2C(=O)O)C2=CC=C(C=C2)C(F)(F)F)(F)F (7-trifluoromethyl-5-(4-trifluoromethyl-phenyl)-pyrazolo[1,5-a]pyrimidine-3-carboxylic acid), NC=1C=C(C=CC1)S(=O)(=O)NCC1CC1 (3-amino-N-cyclopropylmethyl-benzenesulfonamide). The product is C1(CC1)CNS(=O)(=O)C=1C=C(C=CC1)NC(=O)C=1C=NN2C1N=C(C=C2C(F)(F)F)C2=CC=C(C=C2)C(F)(F)F (7-Trifluoromethyl-5-(4-trifluoromethyl-phenyl)-pyrazolo[1,5-a]pyrimidine-3-carboxylic acid[3-(cyclopropylmethyl-sulfamoyl)-phenyl]-amide). Reaction SMILES: [F:1][C:2]([F:26])([F:25])[C:3]1[N:8]2[N:9]=[CH:10][C:11]([C:12](O)=[O:13])=[C:7]2[N:6]=[C:5]([C:15]2[CH:20]=[CH:19][C:18]([C:21]([F:24])([F:23])[F:22])=[CH:17][CH:16]=2)[CH:4]=1.[NH2:27][C:28]1[CH:29]=[C:30]([S:34]([NH:37][CH2:38][CH:39]2[CH2:41][CH2:40]2)(=[O:36])=[O:35])[CH:31]=[CH:32][CH:33]=1>>[CH:39]1([CH2:38][NH:37][S:34]([C:30]2[CH:29]=[C:28]([NH:27][C:12]([C:11]3[CH:10]=[N:9][N:8]4[C:3]([C:2]([F:26])([F:25])[F:1])=[CH:4][C:5]([C:15]5[CH:20]=[CH:19][C:18]([C:21]([F:24])([F:22])[F:23])=[CH:17][CH:16]=5)=[N:6][C:7]=34)=[O:13])[CH:33]=[CH:32][CH:31]=2)(=[O:36])=[O:35])[CH2:40][CH2:41]1. Procedure: The title compound was prepared from 7-trifluoromethyl-5-(4-trifluoromethyl-phenyl)-pyrazolo[1,5-a]pyrimidine-3-carboxylic acid (example C.2) and 3-amino-N-cyclopropylmethyl-benzenesulfonamide (example B.2) according to general procedure II. Yellow solid. MS (ISP) 582.1 [(M−H)−]; mp 234° C. Reactants: COC1=C(C=CC(=C1)OC)C=1C(OC2=CC(=CC=C2C1CCOC)OS(=O)(=O)C(F)(F)F)=O (Trifluoro-methanesulfonic acid 3-(2,4-dimethoxy-phenyl)-4-(2-methoxy-ethyl)-2-oxo-2H-chromen-7-yl ester), Zn (CN)2, CN(C)C=O (DMF), C(C)(=O)OCC (ethyl acetate). The reagents and catalysts are C=1C=CC(=CC1)[P](C=2C=CC=CC2)(C=3C=CC=CC3)[Pd]([P](C=4C=CC=CC4)(C=5C=CC=CC5)C=6C=CC=CC6)([P](C=7C=CC=CC7)(C=8C=CC=CC8)C=9C=CC=CC9)[P](C=1C=CC=CC1)(C=1C=CC=CC1)C=1C=CC=CC1 (Pd(PPh3)4). Run at temperature 150 celsius, time 10 minute. The product is COC1=C(C=CC(=C1)OC)C=1C(OC2=CC(=CC=C2C1CCOC)C#N)=O (3-(2,4-Dimethoxy-phenyl)-4-(2-methoxy-ethyl)-2-oxo-2H-chromene-7-carbonitrile). As a reaction SMILES: [CH3:1][O:2][C:3]1[CH:8]=[C:7]([O:9][CH3:10])[CH:6]=[CH:5][C:4]=1[C:11]1[C:12](=[O:33])[O:13][C:14]2[C:19]([C:20]=1[CH2:21][CH2:22][O:23][CH3:24])=[CH:18][CH:17]=[C:16](OS(C(F)(F)F)(=O)=O)[CH:15]=2.C(OCC)(=O)C.[CH3:40][N:41](C=O)C>C1C=CC([P]([Pd]([P](C2C=CC=CC=2)(C2C=CC=CC=2)C2C=CC=CC=2)([P](C2C=CC=CC=2)(C2C=CC=CC=2)C2C=CC=CC=2)[P](C2C=CC=CC=2)(C2C=CC=CC=2)C2C=CC=CC=2)(C2C=CC=CC=2)C2C=CC=CC=2)=CC=1>[CH3:1][O:2][C:3]1[CH:8]=[C:7]([O:9][CH3:10])[CH:6]=[CH:5][C:4]=1[C:11]1[C:12](=[O:33])[O:13][C:14]2[C:19]([C:20]=1[CH2:21][CH2:22][O:23][CH3:24])=[CH:18][CH:17]=[C:16]([C:40]#[N:41])[CH:15]=2 |^1:48,50,69,88|. Reported procedure: Trifluoro-methanesulfonic acid 3-(2,4-dimethoxy-phenyl)-4-(2-methoxy-ethyl)-2-oxo-2H-chromen-7-yl ester (862 mg, 1.766 mol), Zn (CN)2 (310 mg) and Pd(PPh3)4 (204 mg) were dissolved in DMF (12 mL) at room temperature in a sealed tube. After 10 min, the reaction mixture was heated to 150° C. for 4 h. The reaction mixture was cooled to room temperature and ethyl acetate (200 mL) was added. The reaction mixture was then poured into a separation funnel, washed with water (2×100 ml) and brine (2×100 m...